From a dataset of the Open Reaction Database (ORD), a public repository of structured organic reaction records. describe an organic reaction: reactants, conditions, products, and yield Reactants: Cc1ccc(Oc2cccc3c2C2CCCNC2CC3)nn1, O=C(O)c1ccc2[nH]cnc2c1. The product is Cc1ccc(Oc2cccc3c2C2CCCN(C(=O)c4ccc5[nH]cnc5c4)C2CC3)nn1. RXN SMILES: [CH3:13][c:14]1[cH:15][cH:16][c:17]([O:20][c:21]2[cH:22][cH:23][cH:24][c:25]3[c:26]2[CH:27]2[CH2:28][CH2:29][CH2:30][NH:31][CH:32]2[CH2:33][CH2:34]3)[n:18][n:19]1.[nH:1]1[cH:2][n:3][c:4]2[c:5]1[cH:6][cH:7][c:8]([C:10](=[O:11])[OH:12])[cH:9]2>>[nH:1]1[cH:2][n:3][c:4]2[c:5]1[cH:6][cH:7][c:8]([C:10](=[O:12])[N:31]1[CH2:30][CH2:29][CH2:28][CH:27]3[c:26]4[c:21]([O:20][c:17]5[cH:16][cH:15][c:14]([CH3:13])[n:19][n:18]5)[cH:22][cH:23][cH:24][c:25]4[CH2:34][CH2:33][CH:32]31)[cH:9]2. The reactants are COCCN(C(=O)C=1C=C(C(N2C=CC3=C(C12)SC=C3)=O)C3=CC=C(C=C3)OCC3=CC=CC=C3)C3=CC=CC=C3 (8-(4-benzyloxy-phenyl)-7-oxo-7H-thieno[2,3-a]quinolizine-10-carboxylic acid (2-methoxy-ethyl)-phenyl-amide), C(=O)=O (carbon dioxide). The product is C(C1=CC=CC=C1)OC1=CC=C(C=C1)C=1C(N2C=CC3=C(C2=C(C1)C(N(C1=CC=CC=C1)CCOC)=O)SC(=C3)C(=O)O)=O (8-(4-Benzyloxy-phenyl)-10-[(2-methoxy-ethyl)-phenyl-carbamoyl]-7-oxo-7H-thieno[2,3-a]quinolizine-2-carboxylic acid). RXN SMILES: [CH3:1][O:2][CH2:3][CH2:4][N:5]([C:36]1[CH:41]=[CH:40][CH:39]=[CH:38][CH:37]=1)[C:6]([C:8]1[CH:9]=[C:10]([C:22]2[CH:27]=[CH:26][C:25]([O:28][CH2:29][C:30]3[CH:35]=[CH:34][CH:33]=[CH:32][CH:31]=3)=[CH:24][CH:23]=2)[C:11](=[O:21])[N:12]2[C:17]=1[C:16]1[S:18][CH:19]=[CH:20][C:15]=1[CH:14]=[CH:13]2)=[O:7].[C:42](=[O:44])=[O:43]>>[CH2:29]([O:28][C:25]1[CH:26]=[CH:27][C:22]([C:10]2[C:11](=[O:21])[N:12]3[C:17](=[C:8]([C:6](=[O:7])[N:5]([CH2:4][CH2:3][O:2][CH3:1])[C:36]4[CH:37]=[CH:38][CH:39]=[CH:40][CH:41]=4)[CH:9]=2)[C:16]2[S:18][C:19]([C:42]([OH:44])=[O:43])=[CH:20][C:15]=2[CH:14]=[CH:13]3)=[CH:23][CH:24]=1)[C:30]1[CH:35]=[CH:34][CH:33]=[CH:32][CH:31]=1. Procedure details: By lithiation of 8-(4-benzyloxy-phenyl)-7-oxo-7H-thieno[2,3-a]quinolizine-10-carboxylic acid (2-methoxy-ethyl)-phenyl-amide and reaction with carbon dioxide. Starting materials: ClC=1SC(=NN1)CC1=C(C=CC(=C1)[C@@H]1O[C@@H]([C@H]([C@@H]([C@H]1OCC1=CC=CC=C1)OCC1=CC=CC=C1)OCC1=CC=CC=C1)COCC1=CC=CC=C1)Cl (2-Chloro-5-(2-chloro-5-((2S,3S,4R,5R,6R)-3,4,5-tris(benzyloxy)-6-(benzyloxymethyl)-tetrahydro-2H-pyran-2-yl)benzyl)-1,3,4-thiadiazole), C[S-].[Na+] (sodium methanethiolate). Run in O1CCCC1 (tetrahydrofuran). Conditions: time 8 hour. The product is ClC1=C(CC=2SC(=NN2)SC)C=C(C=C1)[C@@H]1O[C@@H]([C@H]([C@@H]([C@H]1OCC1=CC=CC=C1)OCC1=CC=CC=C1)OCC1=CC=CC=C1)COCC1=CC=CC=C1 (2-(2-Chloro-5-((2S,3S,4R,5R,6R)-3,4,5-tris(benzyloxy)-6-(benzyloxymethyl)-tetrahydro-2H-pyran-2-yl)benzyl)-5-(methylthio)-1,3,4-thiadiazole). The yield is 76.4%. As a reaction SMILES: Cl[C:2]1[S:3][C:4]([CH2:7][C:8]2[CH:13]=[C:12]([C@H:14]3[C@H:19]([O:20][CH2:21][C:22]4[CH:27]=[CH:26][CH:25]=[CH:24][CH:23]=4)[C@@H:18]([O:28][CH2:29][C:30]4[CH:35]=[CH:34][CH:33]=[CH:32][CH:31]=4)[C@H:17]([O:36][CH2:37][C:38]4[CH:43]=[CH:42][CH:41]=[CH:40][CH:39]=4)[C@@H:16]([CH2:44][O:45][CH2:46][C:47]4[CH:52]=[CH:51][CH:50]=[CH:49][CH:48]=4)[O:15]3)[CH:11]=[CH:10][C:9]=2[Cl:53])=[N:5][N:6]=1.[CH3:54][S-:55].[Na+]>O1CCCC1>[Cl:53][C:9]1[CH:10]=[CH:11][C:12]([C@H:14]2[C@H:19]([O:20][CH2:21][C:22]3[CH:23]=[CH:24][CH:25]=[CH:26][CH:27]=3)[C@@H:18]([O:28][CH2:29][C:30]3[CH:31]=[CH:32][CH:33]=[CH:34][CH:35]=3)[C@H:17]([O:36][CH2:37][C:38]3[CH:43]=[CH:42][CH:41]=[CH:40][CH:39]=3)[C@@H:16]([CH2:44][O:45][CH2:46][C:47]3[CH:48]=[CH:49][CH:50]=[CH:51][CH:52]=3)[O:15]2)=[CH:13][C:8]=1[CH2:7][C:4]1[S:3][C:2]([S:55][CH3:54])=[N:6][N:5]=1 |f:1.2|. Procedure details: To a solution of 2-chloro-5-(2-chloro-5-((2S,3S,4R,5R,6R)-3,4,5-tris(benzyloxy)-6-(benzyloxymethyl)-tetrahydro-2H-pyran-2-yl)benzyl)-1,3,4-thiadiazole (419 mg, 0.55 mmol) from Step 2 in tetrahydrofuran (10 mL) was added sodium methanethiolate (77 mg, 1.1 mmol). The resulting mixture was stirred at ambient temperature overnight. After cooling to 0° C., the reaction was quenched with hydrochloric acid (1.0 M) and diluted with ethyl acetate and water. The organic layer was separated and the aqueous... The reactants are BrC=1C(=C(NC1C)C(=O)OCC)C (ethyl 4-bromo-3,5-dimethyl-1H-pyrrole-2-carboxylate), FC(C1=C(C=CC=C1)B(O)O)(F)F (2-(trifluoromethyl)-benzeneboronic acid), C([O-])([O-])=O.[Na+].[Na+] (sodium carbonate). The reagents and catalysts are C=1C=CC(=CC1)[P](C=2C=CC=CC2)(C=3C=CC=CC3)[Pd]([P](C=4C=CC=CC4)(C=5C=CC=CC5)C=6C=CC=CC6)([P](C=7C=CC=CC7)(C=8C=CC=CC8)C=9C=CC=CC9)[P](C=1C=CC=CC1)(C=1C=CC=CC1)C=1C=CC=CC1 (tetrakis(triphenylphosphine)palladium). Run in CN(C)C=O (DMF), O (water). Reaction conditions: time 15 minute. Yields the product C(C)OC(=O)C=1NC(=C(C1C)C1=C(C=CC=C1)C(F)(F)F)C (3,5-DIMETHYL-4-(2-TRIFLUOROMETHYL-PHENYL)-1H-PYRROLE-2-CARBOXYLIC ACID ETHYL ESTER). The yield is 48.2%. As a reaction SMILES: Br[C:2]1[C:3]([CH3:13])=[C:4]([C:8]([O:10][CH2:11][CH3:12])=[O:9])[NH:5][C:6]=1[CH3:7].[F:14][C:15]([F:26])([F:25])[C:16]1[CH:21]=[CH:20][CH:19]=[CH:18][C:17]=1B(O)O.C(=O)([O-])[O-].[Na+].[Na+]>CN(C=O)C.O.C1C=CC([P]([Pd]([P](C2C=CC=CC=2)(C2C=CC=CC=2)C2C=CC=CC=2)([P](C2C=CC=CC=2)(C2C=CC=CC=2)C2C=CC=CC=2)[P](C2C=CC=CC=2)(C2C=CC=CC=2)C2C=CC=CC=2)(C2C=CC=CC=2)C2C=CC=CC=2)=CC=1>[CH2:11]([O:10][C:8]([C:4]1[NH:5][C:6]([CH3:7])=[C:2]([C:17]2[CH:18]=[CH:19][CH:20]=[CH:21][C:16]=2[C:15]([F:26])([F:25])[F:14])[C:3]=1[CH3:13])=[O:9])[CH3:12] |f:2.3.4,^1:42,44,63,82|. Procedure: To a solution of ethyl 3,5-dimethyl-1H-pyrrole-2-carboxylate (3.42 g, 20 mmol) in carbon tetrachloride (40 mL) was added a solution of bromine in carbon tetrachloride (10 mL) dropwise at 20° C. After the addition was complete, stirring was continued for 2 h. The reaction mixture was diluted with DCM, washed with aqueous NaHCO3 and water, and then dried over Na2SO4. Evaporation of solvent gave ethyl 4-bromo-3,5-dimethyl-1H-pyrrole-2-carboxylate as a solid (4.8 g), which was used in the next step ... The reactants are [Na] (Sodium), C(C)O (ethanol), COC1=C(C=CC=C1SC1=C(C=CC=C1)C)CC#N (2-[2-methoxy-3-(o-tolylthio)phenyl]acetonitrile), C(OCC)([O-])=O (ethyl carbonate). Solvent: C1(=CC=CC=C1)C (toluene). Yields the product C(#N)C(C(=O)OCC)C1=C(C(=CC=C1)SC1=C(C=CC=C1)C)OC (ethyl 2-cyano-2-[2-methoxy-3-(o-tolylthio)phenyl]acetate). Isolated yield 96.3%. Reaction SMILES: [Na].C(O)C.[CH3:5][O:6][C:7]1[C:12]([S:13][C:14]2[CH:19]=[CH:18][CH:17]=[CH:16][C:15]=2[CH3:20])=[CH:11][CH:10]=[CH:9][C:8]=1[CH2:21][C:22]#[N:23].[C:24](=O)([O-:28])[O:25][CH2:26][CH3:27]>C1(C)C=CC=CC=1>[C:22]([CH:21]([C:8]1[CH:9]=[CH:10][CH:11]=[C:12]([S:13][C:14]2[CH:19]=[CH:18][CH:17]=[CH:16][C:15]=2[CH3:20])[C:7]=1[O:6][CH3:5])[C:24]([O:25][CH2:26][CH3:27])=[O:28])#[N:23] |^1:0|. Reported procedure: Sodium metal (0.7 g), dried ethanol (20 ml), 2-[2-methoxy-3-(o-tolylthio)phenyl]acetonitrile (7.7 g), ethyl carbonate (13 g) and toluene (50 ml) were treated in a similar manner to that of Example 22-(1) to give oily ethyl 2-cyano-2-[2-methoxy-3-(o-tolylthio)phenyl]acetate (9.4 g). Reactants: NC1=NN2C(C(=CC=C2)O)=N1 (2-amino-[1,2,4]triazolo[1,5-a]pyridine-8-ol), FC1=CC=C(C=C1)S(=O)(=O)C (1-fluoro-4-methanesulfonyl-benzene), CC(C)([O-])C.[K+] (potassium tert-butoxide). Solvent: CN(C(C)=O)C (N,N-dimethylacetamide). Conditions: temperature 130 celsius. Yields the product N=1C(=NN2C1C=CC=C2)N (1,2,4-triazolo[1,5-a]pyridin-2-ylamine), solid. Yield: 20.0%. Reaction SMILES: [NH2:1][C:2]1[N:11]=[C:5]2[C:6](O)=[CH:7][CH:8]=[CH:9][N:4]2[N:3]=1.FC1C=CC(S(C)(=O)=O)=CC=1.CC(C)([O-])C.[K+]>CN(C)C(=O)C>[N:11]1[C:2]([NH2:1])=[N:3][N:4]2[CH:9]=[CH:8][CH:7]=[CH:6][C:5]=12 |f:2.3|. Procedure: A well stirred mixture of 2-amino-[1,2,4]triazolo[1,5-a]pyridine-8-ol (0.300 g, 2.00 mmol), 1-fluoro-4-methanesulfonyl-benzene (0.418 g, 2.40 mmol), N,N-dimethylacetamide (2 mL) and potassium tert-butoxide (0.448 g, 4.00 mmol) was heated at 130° C. for 18 h under an argon atmosphere. The reaction mixture was evaporated in vacuo and partitioned between dichloromethane and saturated aqueous sodium bicarbonate solution. The aqueous phase was extracted twice with dichloromethane and the combined org... Reaction SMILES: [NH2:1][CH2:2][C@@H:3]([NH:12][C:13]1[CH:18]=[CH:17][C:16]([C:19]#[N:20])=[C:15]([Cl:21])[CH:14]=1)[CH2:4][C:5]([O:7][C:8]([CH3:11])([CH3:10])[CH3:9])=[O:6].[CH:22](=O)[C:23]1[CH:28]=[CH:27][CH:26]=[CH:25][CH:24]=1.[BH4-].[Na+]>CCO>[Cl:21][C:15]1[CH:14]=[C:13]([NH:12][C@H:3]([CH2:2][NH:1][CH2:22][C:23]2[CH:28]=[CH:27][CH:26]=[CH:25][CH:24]=2)[CH2:4][C:5]([O:7][C:8]([CH3:10])([CH3:9])[CH3:11])=[O:6])[CH:18]=[CH:17][C:16]=1[C:19]#[N:20] |f:2.3|. Run at time 1 hour. Isolated yield 58.7%. Procedure details: 1,1-Dimethylethyl (3S)-4-amino-3-[(3-chloro-4-cyanophenyl)amino]butanoate (0.355 g, 1.15 mmol), benzaldehyde (0.12 g, 1.15 mmol), and 4 Å molecular sieves in EtOH (4 mL) were stirred at room temperature for 3 h. To this mixture, NaBH4 (excess amount) was added and the reaction was stirred for additional 1 h. The reaction was filtered. The filtrate was diluted with H2O and extracted with Et2O (2×). The organic extracts were washed with H2O, dried over Na2SO4, filtered, concentrated, and purified ... Product: ClC=1C=C(C=CC1C#N)N[C@@H](CC(=O)OC(C)(C)C)CNCC1=CC=CC=C1 (1,1-Dimethylethyl (3S)-3-[(3-chloro-4-cyanophenyl)amino]-4-[(phenylmethyl)amino]butanoate). The solvent is CCO (EtOH). Starting materials: NC[C@H](CC(=O)OC(C)(C)C)NC1=CC(=C(C=C1)C#N)Cl (1,1-Dimethylethyl (3S)-4-amino-3-[(3-chloro-4-cyanophenyl)amino]butanoate), C(C1=CC=CC=C1)=O (benzaldehyde), [BH4-].[Na+] (NaBH4). Reactants: C(C1=CC=CC=C1)(C1=CC=CC=C1)(C1=CC=CC=C1)N (tritylamine), C(C1=CC=CC=C1)(C1=CC=CC=C1)(C1=CC=CC=C1)NC=1SC=C(N1)C(C(=O)OCC)=NOCCBr (ethyl 2-(2-tritylamino-4-thiazolyl)-2-(2-bromoethoxyimino)-acetate), CS(=O)C (dimethylsulfoxide). Solvent: O (water). Run at temperature 60 celsius, time 82 hour. Yields the product C(C1=CC=CC=C1)(C1=CC=CC=C1)(C1=CC=CC=C1)NC=1SC=C(N1)C(C(=O)O)=NOCCNC(C1=CC=CC=C1)(C1=CC=CC=C1)C1=CC=CC=C1 (2-(2-tritylamino-4-thiazolyl)-2-(2-tritylaminoethoxyimino)acetic acid), powder. Reaction SMILES: [C:1]([NH2:20])([C:14]1[CH:19]=[CH:18][CH:17]=[CH:16][CH:15]=1)([C:8]1[CH:13]=[CH:12][CH:11]=[CH:10][CH:9]=1)[C:2]1[CH:7]=[CH:6][CH:5]=[CH:4][CH:3]=1.[C:21]([NH:40][C:41]1[S:42][CH:43]=[C:44]([C:46](=[N:52][O:53][CH2:54][CH2:55]Br)[C:47]([O:49]CC)=[O:48])[N:45]=1)([C:34]1[CH:39]=[CH:38][CH:37]=[CH:36][CH:35]=1)([C:28]1[CH:33]=[CH:32][CH:31]=[CH:30][CH:29]=1)[C:22]1C=CC=C[CH:23]=1.CS(C)=O>O>[C:21]([NH:40][C:41]1[S:42][CH:43]=[C:44]([C:46](=[N:52][O:53][CH2:54][CH2:55][NH:20][C:1]([C:8]2[CH:13]=[CH:12][CH:11]=[CH:10][CH:9]=2)([C:14]2[CH:15]=[CH:16][CH:17]=[CH:18][CH:19]=2)[C:2]2[CH:3]=[CH:4][CH:5]=[CH:6][CH:7]=2)[C:47]([OH:49])=[O:48])[N:45]=1)([C:22]1[CH:23]=[CH:3][CH:2]=[CH:1][CH:8]=1)([C:34]1[CH:35]=[CH:36][CH:37]=[CH:38][CH:39]=1)[C:28]1[CH:33]=[CH:32][CH:31]=[CH:30][CH:29]=1. Procedure: A mixture of 75 g of tritylamine, 50 g of syn isomer of ethyl 2-(2-tritylamino-4-thiazolyl)-2-(2-bromoethoxyimino)-acetate and 100 ml of dimethylsulfoxide was stirred under argon at 60° C. for 82 hours and after the temperature returned to room temperature, 10 volumes of water were added thereto. The mixture was vacuum filtered and the recovered product was washed with water and dissolved in a liter of chloroform. The solution was washed with water, with an aqueous saturated sodium chloride solu... The reactants are O=C([O-])[O-], CC#N, O=[N+]([O-])c1sc(Cl)nc1Cl, [NH4+], [NH4+]. Product: Nc1nc(Cl)c([N+](=O)[O-])s1. As a reaction SMILES: [C:1](=[O:2])([O-:3])[O-:4].[CH3:17][C:18]#[N:19].[Cl:7][c:8]1[s:9][c:10]([N+:14](=[O:15])[O-:16])[c:11]([Cl:13])[n:12]1.[NH4+:5].[NH4+:6]>>[NH2:5][c:8]1[s:9][c:10]([N+:14](=[O:15])[O-:16])[c:11]([Cl:13])[n:12]1.